Dataset: the Open Reaction Database (ORD), a public repository of structured organic reaction records. Task: describe an organic reaction: reactants, conditions, products, and yield Reactants: ice water, P(O)(O)(O)=O (phosphoric acid), polyphosphoric acid, CC(C)=CCC(C(CC)=O)C1=CC=CC=C1 (2-methyl-5phenyl-oct-2-en-6-one). Solvent: C1(=CC=CC=C1)C (toluene). Yields the product CC1(CCC(C2=CC=CC=C12)C(CC)=O)C (1,1-dimethyl-4-propionyl-tetralin). Isolated yield 69.4%. RXN SMILES: P(=O)(O)(O)O.[CH3:6][C:7](=[CH:9][CH2:10][CH:11]([C:16]1[CH:21]=[CH:20][CH:19]=[CH:18][CH:17]=1)[C:12](=[O:15])[CH2:13][CH3:14])[CH3:8]>C1(C)C=CC=CC=1>[CH3:6][C:7]1([CH3:8])[C:21]2[C:16](=[CH:17][CH:18]=[CH:19][CH:20]=2)[CH:11]([C:12](=[O:15])[CH2:13][CH3:14])[CH2:10][CH2:9]1. Reported procedure: 36 g of 85% phosphoric acid, 36 g of polyphosphoric acid, 175 ml of toluene and 72 g of 2-methyl-5phenyl-oct-2-en-6-one are heated together at 100° C. for 2 hours under a nitrogen atmosphere and while stirring. The mixture is left to cool, 250 ml of ice/water are added, the aqueous phase is separated and the organic phase is subjected to a steam distillation. The distillate is separated from the water and distilled in vacuo. There are obtained 50 g of 1,1-dimethyl-4-propionyl-tetralin of boiling...